Dataset: the Open Reaction Database (ORD), a public repository of structured organic reaction records. Task: describe an organic reaction: reactants, conditions, products, and yield RXN SMILES: CN(C)C([C@@H]1C[C@H](S)[CH2:7][N:6]1[C:11]([O:13][CH2:14][C:15]1[CH:20]=[CH:19][C:18]([N+:21]([O-:23])=[O:22])=[CH:17][CH:16]=1)=[O:12])=O.[CH:25]([N-:28][CH:29]1CCCC[CH2:30]1)(C)[CH3:26].Br[Mg+].C(N(CC)C(C1C=CC=CC=1[S:48]([C:50]1[C@H:51]([CH3:74])[C@@H:52]2[C@@H:69]([C@H:70]([OH:72])[CH3:71])[C:68](=[O:73])[N:53]2[C:54]=1[C:55]([O:57][CH2:58][C:59]1[CH:64]=[CH:63][C:62]([N+:65]([O-:67])=[O:66])=[CH:61][CH:60]=1)=[O:56])=O)=O)C.[Cl-].[NH4+].[O:79]1[CH2:83][CH2:82][CH2:81][CH2:80]1>O>[CH2:25]([N:28]([CH2:29][CH3:30])[C:83]([C@H:82]1[N:6]([C:11]([O:13][CH2:14][C:15]2[CH:16]=[CH:17][C:18]([N+:21]([O-:23])=[O:22])=[CH:19][CH:20]=2)=[O:12])[CH2:7][C@@H:80]([S:48][C:50]2[C@H:51]([CH3:74])[C@@H:52]3[C@@H:69]([C@H:70]([OH:72])[CH3:71])[C:68](=[O:73])[N:53]3[C:54]=2[C:55]([O:57][CH2:58][C:59]2[CH:60]=[CH:61][C:62]([N+:65]([O-:67])=[O:66])=[CH:63][CH:64]=2)=[O:56])[CH2:81]1)=[O:79])[CH3:26] |f:1.2,4.5|. Product: C(C)N(C(=O)[C@@H]1C[C@@H](CN1C(=O)OCC1=CC=C(C=C1)[N+](=O)[O-])SC=1[C@@H]([C@H]2N(C1C(=O)OCC1=CC=C(C=C1)[N+](=O)[O-])C([C@@H]2[C@@H](C)O)=O)C)CC (4-Nitrobenzyl (1R,5S,6S)-2-[(3S,5S)-5-diethylcarbamoyl-1-(4-nitrobenzyloxycarbonyl) -3-pyrrolidinylthio]-1-methyl-6-[1(R)-hydroxyethyl]-1-carbapen-2-em-3-carboxylate). Starting materials: C(C)N(C(=O)C1=C(C=CC=C1)S(=O)C=1[C@@H]([C@H]2N(C1C(=O)OCC1=CC=C(C=C1)[N+](=O)[O-])C([C@@H]2[C@@H](C)O)=O)C)CC (4-nitrobenzyl (1R,5S,6S)-2-(2-diethylcarbamoylphenylsulfinyl)-1-methyl-6-[1(R)-hydroxyethyl]-1-carbapen-2-em-3-carboxylate), O1CCCC1 (tetrahydrofuran), [Cl-].[NH4+] (ammonium chloride), CN(C(=O)[C@H]1N(C[C@H](C1)S)C(=O)OCC1=CC=C(C=C1)[N+](=O)[O-])C ((2S,4S)-dimethylcarbamoyl-1-(4-nitrobenzyloxycarbonyl)-4-mercaptopyrrolidine), O1CCCC1 (tetrahydrofuran), C(C)(C)[N-]C1CCCCC1.Br[Mg+] (bromo-magnesium isopropylcyclohexylamide), O1CCCC1 (tetrahydrofuran). Yield: 62.0%. Run at time 10 minute. Run in O (water). Reported procedure: 3 ml of a tetrahydrofuran solution containing 347 mg (0.982 mmol) of (2S,4S)-dimethylcarbamoyl-1-(4-nitrobenzyloxycarbonyl)-4-mercaptopyrrolidine were cooled in an ice bath, and then 0.97 ml (0.97 mmol) of a tetrahydrofuran solution containing 1M of bromo-magnesium isopropylcyclohexylamide were added dropwise to the cooled solution over a period of 4 minutes, after which the mixture was stirred for 10 minutes. 2 ml of a tetrahydrofuran solution containing 464 mg of the crude 4-nitrobenzyl (1R,5S... Reactants: BrBr (bromine), [OH-].[NH4+] (ammonium hydroxide), COC(=O)C1=C(C(NC2=CC=CC=C12)=O)C=C (methyl-2-oxo-3-vinyl-1,2-dihydroquinoline-4-carboxylate), NC(=S)N (thiourea). Run in C(Cl)(Cl)Cl (chloroform), C(Cl)(Cl)Cl (chloroform), C(C)O (ethanol). Reaction conditions: time 1 hour. Product: COC(=O)C1=C2C(=NC3=CC=CC=C13)SC=C2 (methyl-thieno[2,3-b]quinoline-4-carboxylate). RXN SMILES: [CH3:1][O:2][C:3]([C:5]1[C:14]2[C:9](=[CH:10][CH:11]=[CH:12][CH:13]=2)[NH:8][C:7](=O)[C:6]=1[CH:16]=[CH2:17])=[O:4].BrBr.NC(N)=[S:22].[OH-].[NH4+]>C(Cl)(Cl)Cl.C(O)C>[CH3:1][O:2][C:3]([C:5]1[C:14]2[C:9](=[CH:10][CH:11]=[CH:12][CH:13]=2)[N:8]=[C:7]2[S:22][CH:17]=[CH:16][C:6]=12)=[O:4] |f:3.4|. Procedure: To a mixture of 1.8 g (7.2 mmol) Methyl-2-oxo-3-vinyl-1,2-dihydroquinoline-4-carboxylate 5 in 40 mL chloroform was added slowly over a dropping funnel a solution of 1.15 g (7.2 mmol) bromine in 40 mL chloroform and the reaction mixture was stirred for 1 hour at ambient temperature. After evaporation of the solvent the residue was mixed with 40 mL ethanol and 1.7 g (18 mmol) thiourea and refluxed for 2.5 h. After cooling the mixture was poured on ice, the pH-value was adjusted with ammonium hydro... Starting materials: [N+](=O)(O)[O-] (nitric acid), CC=1C=CC(=C(C(=O)OC)C1)NC(CCCC)=O (methyl 5-methyl-2-valerylaminobenzoate), ice water. The solvent is C(C)(=O)OC(C)=O (acetic anhydride). Yields the product CC=1C=C(C(=C(C(=O)OC)C1)NC(CCCC)=O)[N+](=O)[O-] (Methyl 5-methyl-3-nitro-2-valerylaminobenzoate). Isolated yield 60.0%. RXN SMILES: [CH3:1][C:2]1[CH:3]=[CH:4][C:5]([NH:12][C:13](=[O:18])[CH2:14][CH2:15][CH2:16][CH3:17])=[C:6]([CH:11]=1)[C:7]([O:9][CH3:10])=[O:8].[N+:19]([O-])([OH:21])=[O:20]>C(OC(=O)C)(=O)C>[CH3:1][C:2]1[CH:3]=[C:4]([N+:19]([O-:21])=[O:20])[C:5]([NH:12][C:13](=[O:18])[CH2:14][CH2:15][CH2:16][CH3:17])=[C:6]([CH:11]=1)[C:7]([O:9][CH3:10])=[O:8]. Reported procedure: To a mixture of methyl 5-methyl-2-valerylaminobenzoate (12.8 g) in acetic anhydride (5.9 g) was added dropwise, while stirring under ice-cooling, fuming nitric acid (6.7 ml), followed by stirring for 3 hours. To the reaction mixture was added ice water, which was extracted with ethyl acetate. The extract was washed with an aqueous solution of sodium bicarbonate and water, which was then dried. The solvent was evaporated to dryness, and the residue was purified by column chromatography on silica ... Reactants: potassium tert.butylate, CC(CC#N)C(CC#N)C (3,4-dimethyladiponitrile). The solvent is C1(=CC=CC=C1)C (toluene). Product: C(#N)C1=C(CC(C1C)C)N (2-cyano-3,4-dimethyl-cyclopent-1-enylamine). The yield is 94.1%. As a reaction SMILES: [CH3:1][CH:2]([CH:6]([CH3:10])[CH2:7][C:8]#[N:9])[CH2:3][C:4]#[N:5]>C1(C)C=CC=CC=1>[C:4]([C:3]1[CH:2]([CH3:1])[CH:6]([CH3:10])[CH2:7][C:8]=1[NH2:9])#[N:5]. Procedure details: 5.6 g of potassium tert.butylate are refluxed for 60 minutes with 6.8 g of 3,4-dimethyladiponitrile in 50 ml of toluene. The cooled solution is washed with 50 ml of water and concentrated. There are obtained 6.4 g (94%) of 2-cyano-3,4-dimethyl-cyclopent-1-enylamine of melting point 92°-100° C. Reactants: Cc1cc(-c2ccc3nnc(CN)n3n2)on1, CCC(C)O, COc1cnc2c(Cl)ccnc2c1. The product is COc1cnc2c(NCc3nnc4ccc(-c5cc(C)no5)nn34)ccnc2c1. Reaction SMILES: [CH3:1][c:2]1[n:3][o:4][c:5](-[c:7]2[cH:8][cH:9][c:10]3[n:11]([n:12]2)[c:13]([CH2:16][NH2:17])[n:14][n:15]3)[cH:6]1.[CH3:31][CH:32]([OH:33])[CH2:34][CH3:35].[Cl:18][c:19]1[cH:20][cH:21][n:22][c:23]2[cH:24][c:25]([O:29][CH3:30])[cH:26][n:27][c:28]12>>[CH3:1][c:2]1[n:3][o:4][c:5](-[c:7]2[cH:8][cH:9][c:10]3[n:11]([n:12]2)[c:13]([CH2:16][NH:17][c:19]2[cH:20][cH:21][n:22][c:23]4[cH:24][c:25]([O:29][CH3:30])[cH:26][n:27][c:28]24)[n:14][n:15]3)[cH:6]1. Reactants: C1(CCCC1)N1CCC(CC1)CCCC(=N)NO (4-(1-cyclopentylpiperidin-4-yl)-N-hydroxybutyramidine), COC1=CC=C(C(=O)Cl)C=C1 (4-methoxybenzoyl chloride). Yields the product Cl.C1(CCCC1)N1CCC(CC1)CCCC1=NOC(=N1)C1=CC=C(C=C1)OC (1-Cyclopentyl-4-{3-[5-(4-methoxyphenyl)[1,2,4]oxadiazol-3-yl]propyl}piperidine, hydrochloride). RXN SMILES: [CH:1]1([N:6]2[CH2:11][CH2:10][CH:9]([CH2:12][CH2:13][CH2:14][C:15]([NH:17][OH:18])=[NH:16])[CH2:8][CH2:7]2)[CH2:5][CH2:4][CH2:3][CH2:2]1.[CH3:19][O:20][C:21]1[CH:29]=[CH:28][C:24]([C:25]([Cl:27])=O)=[CH:23][CH:22]=1>>[ClH:27].[CH:1]1([N:6]2[CH2:7][CH2:8][CH:9]([CH2:12][CH2:13][CH2:14][C:15]3[N:16]=[C:25]([C:24]4[CH:28]=[CH:29][C:21]([O:20][CH3:19])=[CH:22][CH:23]=4)[O:18][N:17]=3)[CH2:10][CH2:11]2)[CH2:2][CH2:3][CH2:4][CH2:5]1 |f:2.3|. Procedure details: The title compound was prepared by a similar procedure to that described in Example 3, starting from 4-(1-cyclopentylpiperidin-4-yl)-N-hydroxybutyramidine and 4-methoxybenzoyl chloride.